From a dataset of the Open Reaction Database (ORD), a public repository of structured organic reaction records. describe an organic reaction: reactants, conditions, products, and yield Reactants: C1CCNCC1, CCO, CC(C)C=O, CCOC(=O)CC(=O)C1=Cc2cc(OC)ccc2-c2c(C3CCCCC3)c3ccc(C(=O)OC(C)(C)C)cc3n2C1. The product is CCOC(=O)C(=CC(C)C)C(=O)C1=Cc2cc(OC)ccc2-c2c(C3CCCCC3)c3ccc(C(=O)OC(C)(C)C)cc3n2C1. Reaction SMILES: [CH2:1]1[CH2:2][CH2:3][NH:4][CH2:5][CH2:6]1.[CH3:53][CH2:54][OH:55].[CH:48]([CH:49]([CH3:50])[CH3:51])=[O:52].[CH:7]1([c:13]2[c:14]3[cH:15][cH:16][c:17]([C:41](=[O:42])[O:43][C:44]([CH3:45])([CH3:46])[CH3:47])[cH:18][c:19]3[n:20]3[c:21]2-[c:22]2[c:23]([cH:35][c:36]([O:39][CH3:40])[cH:37][cH:38]2)[CH:24]=[C:25]([C:27]([CH2:28][C:29](=[O:30])[O:31][CH2:32][CH3:33])=[O:34])[CH2:26]3)[CH2:8][CH2:9][CH2:10][CH2:11][CH2:12]1>>[CH:7]1([c:13]2[c:14]3[cH:15][cH:16][c:17]([C:41](=[O:42])[O:43][C:44]([CH3:45])([CH3:46])[CH3:47])[cH:18][c:19]3[n:20]3[c:21]2-[c:22]2[c:23]([cH:35][c:36]([O:39][CH3:40])[cH:37][cH:38]2)[CH:24]=[C:25]([C:27]([C:28]([C:29](=[O:30])[O:31][CH2:32][CH3:33])=[CH:48][CH:49]([CH3:50])[CH3:51])=[O:34])[CH2:26]3)[CH2:8][CH2:9][CH2:10][CH2:11][CH2:12]1. The solvent is O1CCCC1 (tetrahydrofuran). RXN SMILES: [H-].[Na+:2].[C:3]([C:7]1[CH:12]=[CH:11][C:10]([C:13]2[C:21]3[C:16](=[CH:17][CH:18]=[C:19]([CH2:22][CH2:23][O:24][CH2:25][CH:26]4[CH2:28][CH2:27]4)[CH:20]=3)[N:15]([CH2:29][C:30]3[CH:35]=[CH:34][CH:33]=[C:32]([O:36][CH3:37])[CH:31]=3)[C:14]=2[C:38]([OH:40])=[O:39])=[CH:9][CH:8]=1)([CH3:6])([CH3:5])[CH3:4]>O1CCCC1>[C:3]([C:7]1[CH:12]=[CH:11][C:10]([C:13]2[C:21]3[C:16](=[CH:17][CH:18]=[C:19]([CH2:22][CH2:23][O:24][CH2:25][CH:26]4[CH2:27][CH2:28]4)[CH:20]=3)[N:15]([CH2:29][C:30]3[CH:35]=[CH:34][CH:33]=[C:32]([O:36][CH3:37])[CH:31]=3)[C:14]=2[C:38]([O-:40])=[O:39])=[CH:9][CH:8]=1)([CH3:6])([CH3:4])[CH3:5].[Na+:2] |f:0.1,4.5|. Product: C(C)(C)(C)C1=CC=C(C=C1)C1=C(N(C2=CC=C(C=C12)CCOCC1CC1)CC1=CC(=CC=C1)OC)C(=O)[O-].[Na+] (Sodium 3-(4-tert-butylphenyl)-5-[2-(cyclopropylmethoxy)ethyl]-1-(3-methoxybenzyl)-1H-indole-2-carboxylate). Reactants: [H-].[Na+] (Sodium hydride), C(C)(C)(C)C1=CC=C(C=C1)C1=C(N(C2=CC=C(C=C12)CCOCC1CC1)CC1=CC(=CC=C1)OC)C(=O)O (3-(4-tert-butylphenyl)-5-[2-(cyclopropylmethoxy)ethyl]-1-(3-methoxybenzyl)-1H-indole-2-carboxylic acid). Run at temperature 0 celsius, time 2 hour. Procedure details: Sodium hydride (6.8 mg, 0.28 mmol) was added to a cooled (0° C.) and stirred solution of 3-(4-tert-butylphenyl)-5-[2-(cyclopropylmethoxy)ethyl]-1-(3-methoxybenzyl)-1H-indole-2-carboxylic acid (Example 275, 145 mg, 0.283 mmol) in tetrahydrofuran (10 mL). The cold bath was removed and the mixture was stirred 2 h. Concentration in vacuo left 148 mg (98%) of the desired product. The product had: 1H NMR (300 MHz, acetone-D6) δ 7.63 (d, 2 H), 7.47 (s, 1 H), 7.34 (d, 2 H), 7.18 (d, 1 H), 7.09(dd, 1 H),... Starting materials: CC(=O)[O-], CC(=O)[O-], CCCCCCC, OC(C1CC1)C1CC1, ClCCl, CCOC(=O)C=[N+]=[N-], [Rh+2]. The product is CCOC(=O)COC(C1CC1)C1CC1. Reaction SMILES: [C:27]([O-:28])(=[O:29])[CH3:30].[C:32]([O-:33])(=[O:34])[CH3:35].[CH3:20][CH2:21][CH2:22][CH2:23][CH2:24][CH2:25][CH3:26].[CH:1]1([CH:4]([OH:5])[CH:6]2[CH2:7][CH2:8]2)[CH2:2][CH2:3]1.[Cl:17][CH2:18][Cl:19].[N+:9](=[N-:10])=[CH:11][C:12](=[O:13])[O:14][CH2:15][CH3:16].[Rh+2:31]>>[CH:1]1([CH:4]([O:5][CH2:11][C:12](=[O:13])[O:14][CH2:15][CH3:16])[CH:6]2[CH2:7][CH2:8]2)[CH2:2][CH2:3]1. The reactants are O=C1C2=CC=CC=C2OC=2C=CC(=CC12)C(CO)C (2-(9-oxo-2-xanthenyl)-propanol), Cl (hydrochloric acid), O (water), Cl (hydrochloric acid). Reagents/catalysts: [Zn] (zinc). Solvent: C1(=CC=CC=C1)C (toluene). Reaction conditions: time 8 hour. Product: C1=C(C=CC=2OC3=CC=CC=C3CC12)C(CO)C (2-(2-xanthenyl)-propanol). Reaction SMILES: O=[C:2]1[C:15]2[CH:14]=[C:13]([CH:16]([CH3:19])[CH2:17][OH:18])[CH:12]=[CH:11][C:10]=2[O:9][C:8]2[C:3]1=[CH:4][CH:5]=[CH:6][CH:7]=2.O.Cl>[Zn].C1(C)C=CC=CC=1>[CH:14]1[C:15]2[CH2:2][C:3]3[C:8](=[CH:7][CH:6]=[CH:5][CH:4]=3)[O:9][C:10]=2[CH:11]=[CH:12][C:13]=1[CH:16]([CH3:19])[CH2:17][OH:18]. Reported procedure: A mixture of 10 g. of 2-(9-oxo-2-xanthenyl)-propanol, 12 g. of amalgamized zinc, 15 ml. of water, 40 ml. of concentrated hydrochloric acid, and 20 ml. of toluene is refluxed for 48 hours. At 8 hour intervals, another 10 ml. of concentrated hydrochloric acid is added. After filtration over active carbon and removal of the solvent mixture by evaporation, 2-(2-xanthenyl)-propanol is obtained, m.p. 86°-89°. The reactants are S(O)(O)(=O)=O (sulfuric acid), [OH-].[Na+] (sodium hydroxide), Cl.NO (hydroxylamine hydrochloride), C1(C=2C(C(=O)O1)=CC=CC2)=O (phthalic anhydride). The solvent is O (water), O (water). Reaction conditions: temperature 90 celsius, time 1 hour. The product is ON1C(C=2C(C1=O)=CC=CC2)=O (N-Hydroxyphthalimide). Isolated yield 80.9%. Reaction SMILES: [OH-:1].[Na+].Cl.[NH2:4]O.[C:6]1(=O)[O:11][C:9](=[O:10])[C:8]2=[CH:12][CH:13]=[CH:14][CH:15]=[C:7]12.S(=O)(=O)(O)O>O>[OH:1][N:4]1[C:9](=[O:10])[C:8]2=[CH:12][CH:13]=[CH:14][CH:15]=[C:7]2[C:6]1=[O:11] |f:0.1,2.3|. Reported procedure: To a solution of 42 g (1.05 mole) of sodium hydroxide in 500 ml of water, there was added 73.0 g (1.05 mole) of hydroxylamine hydrochloride. Subsequently, 148 g (1.0 mole) of phthalic anhydride was added to the solution and the resulting mixture was stirred at 90° C. for one hour. A solution of 30 g of sulfuric acid in 100 ml of water was added to the reaction mixture from which pale yellow solids had been precipitated out and the mixture was stirred for additional 30 minutes. The pale yellow so... Reactants: [Cl-], Cl, COc1cc2nc(N3CCc4ccc([N+](=O)[O-])cc4C3)nc(N)c2cc1OC. Yields the product COc1cc2nc(N3CCc4ccc(N)cc4C3)nc(N)c2cc1OC. Reaction SMILES: [Cl-:29].[ClH:30].[NH2:1][c:2]1[n:3][c:4]([N:16]2[CH2:17][c:18]3[cH:19][c:20]([N+:26]([O-:27])=[O:28])[cH:21][cH:22][c:23]3[CH2:24][CH2:25]2)[n:5][c:6]2[cH:7][c:8]([O:14][CH3:15])[c:9]([O:12][CH3:13])[cH:10][c:11]12>>[NH2:1][c:2]1[n:3][c:4]([N:16]2[CH2:17][c:18]3[cH:19][c:20]([NH2:26])[cH:21][cH:22][c:23]3[CH2:24][CH2:25]2)[n:5][c:6]2[cH:7][c:8]([O:14][CH3:15])[c:9]([O:12][CH3:13])[cH:10][c:11]12. The reactants are C12C(C)(C)C(=C)C(CC1)C2 (camphene), OC(=O)C(C)C1=CC=C(CC(C)C)C=C1 (ibuprofen), C12C(C)(C)C(=C)C(CC1)C2 (camphene). Product: CC1([C@H]2CC[C@H](C2)C1=C)C ((−) camphene). Reaction SMILES: [CH:1]12[CH2:10][CH:7]([CH2:8][CH2:9]1)[C:5](=[CH2:6])[C:2]2([CH3:4])[CH3:3].OC(C(C1C=CC(CC(C)C)=CC=1)C)=O>>[CH3:3][C:2]1([CH3:4])[C:5](=[CH2:6])[C@H:7]2[CH2:10][C@@H:1]1[CH2:9][CH2:8]2. Procedure details: An emulsion of camphene in surfactant solution was prepared as in Example 1 (substituting camphene for ibuprofen). The hot camphene emulsion was pumped (peristaltic pump) at 6 lhr−1 through a cooled coil, to reduce the emulsion temperature to 20° C., then fed directly into a continuous sonication vessel (approximately 30 ml sonicated volume) fitted with a high intensity sonic probe (500 w). Two samples were collected. The first was untreated and the second was cooled rapidly in ice/water. The fl... Starting materials: COC(=O)c1ccc(C=O)cc1, CC(C)(C)OC(=O)NCCCCN. Yields the product COC(=O)c1ccc(CNCCCCNC(=O)OC(C)(C)C)cc1. As a reaction SMILES: [CH:1](=[O:2])[c:3]1[cH:4][cH:5][c:6]([C:7](=[O:8])[O:9][CH3:10])[cH:11][cH:12]1.[NH2:13][CH2:14][CH2:15][CH2:16][CH2:17][NH:18][C:19]([O:20][C:21]([CH3:22])([CH3:23])[CH3:24])=[O:25]>>[CH2:1]([c:3]1[cH:4][cH:5][c:6]([C:7](=[O:8])[O:9][CH3:10])[cH:11][cH:12]1)[NH:13][CH2:14][CH2:15][CH2:16][CH2:17][NH:18][C:19]([O:20][C:21]([CH3:22])([CH3:23])[CH3:24])=[O:25]. The reactants are monomethanesulfonate, C(#N)C1=CC=C(OCCCCCC2=CC(=NO2)C)C=C1 (5-[5-(4-cyanophenoxy)pentyl]-3-methylisoxazole), ethyl imino-ester hydrochloride, OCCN (2-hydroxyethylamine), ( c ). The product is O1C(=NCC1)C1=CC=C(OCCCCCC2=CC(=NO2)C)C=C1 (5-{5-[4-(4,5-Dihydro-2-oxazolyl)phenoxy]pentyl}-3-methylisoxazole). Yield: 68.0%. Reaction SMILES: [C:1]([C:3]1[CH:20]=[CH:19][C:6]([O:7][CH2:8][CH2:9][CH2:10][CH2:11][CH2:12][C:13]2[O:17][N:16]=[C:15]([CH3:18])[CH:14]=2)=[CH:5][CH:4]=1)#[N:2].[OH:21][CH2:22][CH2:23]N>>[O:21]1[CH2:22][CH2:23][N:2]=[C:1]1[C:3]1[CH:4]=[CH:5][C:6]([O:7][CH2:8][CH2:9][CH2:10][CH2:11][CH2:12][C:13]2[O:17][N:16]=[C:15]([CH3:18])[CH:14]=2)=[CH:19][CH:20]=1. Procedure: 5-{5-[4-(4,5-Dihydro-2-oxazolyl)phenoxy]pentyl}-3-methylisoxazole [IX; R=CH3, R1, R2, R3, R4, R5 and R6 =H, Y=(CH2)5, oxazole at 4-position] was prepared by conversion of 5-[5-(4-cyanophenoxy)pentyl]-3-methylisoxazole to the corresponding ethyl imino-ester hydrochloride (m.p. 120°-121° C.) and reaction of the latter with 2-hydroxyethylamine in accordance with the procedure of Example 1, part (c). The product was obtained in 68% yield as a colorless solid, m.p. 87°-88° C.; monomethanesulfonate sa... The reactants are C1CCOC1, Nc1cccc(Br)c1CO. Yields the product O=C1Nc2cccc(Br)c2CO1. As a reaction SMILES: [CH2:11]1[CH2:13][CH2:12][CH2:14][O:15]1.[NH2:1][c:2]1[c:3]([CH2:9][OH:10])[c:4]([Br:8])[cH:5][cH:6][cH:7]1>>[NH:1]1[c:2]2[c:3]([c:4]([Br:8])[cH:5][cH:6][cH:7]2)[CH2:9][O:10][C:14]1=[O:15].